From a dataset of the Open Reaction Database (ORD), a public repository of structured organic reaction records. describe an organic reaction: reactants, conditions, products, and yield The product is COC=1C=C2CC[C@H]([C@@H](C2=CC1OC)C=1C=NC=C(C1CO)C)[N+](=O)[O-] (trans-1,2,3,4-tetrahydro-6,7-dimethoxy-1-(4-hydroxymethyl-5-methyl-3-pyridinyl)-2-nitro-naphthalene). Reactants: COCOCC1=C(C=NC=C1C)Br ((3-bromo-5-methyl-4-pyridyl)methyl methoxymethyl ether), COC=1C=C2C=C(CCC2=CC1OC)[N+](=O)[O-] (1,2-dihydro-6,7-dimethoxy-3-nitronaphthalene). Reaction SMILES: COC[O:4][CH2:5][C:6]1[C:11]([CH3:12])=[CH:10][N:9]=[CH:8][C:7]=1Br.[CH3:14][O:15][C:16]1[CH:17]=[C:18]2[C:23](=[CH:24][C:25]=1[O:26][CH3:27])[CH2:22][CH2:21][C:20]([N+:28]([O-:30])=[O:29])=[CH:19]2>>[CH3:27][O:26][C:25]1[CH:24]=[C:23]2[C:18](=[CH:17][C:16]=1[O:15][CH3:14])[C@@H:19]([C:7]1[CH:8]=[N:9][CH:10]=[C:11]([CH3:12])[C:6]=1[CH2:5][OH:4])[C@H:20]([N+:28]([O-:30])=[O:29])[CH2:21][CH2:22]2. Procedure: The compound of step 14c was condensed with 1,2-dihydro-6,7-dimethoxy-3-nitronaphthalene according to the procedure of Example 13c. The protecting methoxymethyl group was removed from the intermediate by a standard hydrolysis method (HCl, ethanol). Reactants: C(=O)C1=CC=C(O1)C1=CC=C(C(=O)OCC)C=C1 (ethyl 4-(5-formyl-2-furanyl)benzoate), FC=1C=C(C=CC1)CCN ([2-(3-fluorophenyl)ethyl]amine), [BH-](OC(=O)C)(OC(=O)C)OC(=O)C.[Na+] (NaBH(OAc)3). Solvent: ClCCCl (DCE). Reaction conditions: time 8 hour. Product: FC=1C=C(C=CC1)CCNCC1=CC=C(O1)C1=CC=C(C(=O)OCC)C=C1 (ethyl 4-[5-({[2-(3-fluorophenyl)-ethyl]amino}methyl)-2-furanyl]benzoate). As a reaction SMILES: [CH:1]([C:3]1[O:7][C:6]([C:8]2[CH:18]=[CH:17][C:11]([C:12]([O:14][CH2:15][CH3:16])=[O:13])=[CH:10][CH:9]=2)=[CH:5][CH:4]=1)=O.[F:19][C:20]1[CH:21]=[C:22]([CH2:26][CH2:27][NH2:28])[CH:23]=[CH:24][CH:25]=1.[BH-](OC(C)=O)(OC(C)=O)OC(C)=O.[Na+]>ClCCCl>[F:19][C:20]1[CH:21]=[C:22]([CH2:26][CH2:27][NH:28][CH2:1][C:3]2[O:7][C:6]([C:8]3[CH:9]=[CH:10][C:11]([C:12]([O:14][CH2:15][CH3:16])=[O:13])=[CH:17][CH:18]=3)=[CH:5][CH:4]=2)[CH:23]=[CH:24][CH:25]=1 |f:2.3|. Procedure: To a 100 mL round bottom flask was added ethyl 4-(5-formyl-2-furanyl)benzoate (100 mg, 0.41 mmol, commercially available), [2-(3-fluorophenyl)ethyl]amine (0.070 mL, 0.49 mmol), NaBH(OAc)3 (261 mg, 1.23 mmol) and DCE (10 mL). The reaction was stirred at room temperature overnight, quenched with H2O, and extracted with CH2Cl2 (×3). The organic layer was washed with brine, dried with MgSO4 and concentrated under reduced pressure to give 150 mg of ethyl 4-[5-({[2-(3-fluorophenyl)-ethyl]amino}methyl)... The reactants are O[C@H](C)[C@@H]1[C@@H]2N(C(=C([C@@H]2C)C2=CN3C(S2)=CN=C3)C(=O)[O-])C1=O.[Na+] (sodium (1S,5R,6S)-6-((1R)-1-hydroxyethyl)-2-(imidazo[5,1-b]thiazol-2-yl)-1-methyl-1-carbapen-2-em-3-carboxylate), C(C)(=O)OCBr (acetoxymethyl bromide). Solvent: CN(C)C=O (DMF). Conditions: temperature -10 celsius, time 3 hour. The product is O[C@H](C)[C@@H]1[C@@H]2N(C(=C([C@@H]2C)C2=CN3C(S2)=CN=C3)C(=O)OCOC(C)=O)C1=O (Acetoxymethyl (1S,5R,6S)-6-((1R)-1-hydroxyethyl)-2-(imidazo[5,1-b]thiazol-2-yl)-1-methyl-1-carbapen-2-em-3-carboxylate). Yield: 19.7%. As a reaction SMILES: [OH:1][C@@H:2]([C@H:4]1[C:22](=[O:23])[N:6]2[C:7]([C:19]([O-:21])=[O:20])=[C:8]([C:11]3[S:15][C:14]4=[CH:16][N:17]=[CH:18][N:13]4[CH:12]=3)[C@H:9]([CH3:10])[C@H:5]12)[CH3:3].[Na+].[C:25]([O:28][CH2:29]Br)(=[O:27])[CH3:26]>CN(C=O)C>[OH:1][C@@H:2]([C@H:4]1[C:22](=[O:23])[N:6]2[C:7]([C:19]([O:21][CH2:29][O:28][C:25](=[O:27])[CH3:26])=[O:20])=[C:8]([C:11]3[S:15][C:14]4=[CH:16][N:17]=[CH:18][N:13]4[CH:12]=3)[C@H:9]([CH3:10])[C@H:5]12)[CH3:3] |f:0.1|. Procedure details: To a solution of 49 mg of sodium (1S,5R,6S)-6-((1R)-1-hydroxyethyl)-2-(imidazo[5,1-b]thiazol-2-yl)-1-methyl-1-carbapen-2-em-3-carboxylate in 1 ml of DMF was added 32 mg of acetoxymethyl bromide under the atmosphere of argon at −20° C., and the mixture was stirred for 3 hours during which the temperature was raised up to −10° C. The reaction mixture was extracted twice with 20 ml of ethyl acetate, and the organic layer was washed twice with 10 ml of semi-saturated aqueous saline, dried over anhyd... The reactants are C(=O)(O)[O-].[Na+] (NaHCO3), C(CCCCCCCO)O (1,8-Octanediol), O1CCCC=C1 (dihydropyran), Cl (HCl). Reagents/catalysts: ClCCl (dichloromethane). Product: O1C(CCCC1)OCCCCCCCCO (8-[(Tetrahydro-2H-pyran-2-yl)oxy]-1-octanol). Isolated yield 99.7%. As a reaction SMILES: [CH2:1]([OH:10])[CH2:2][CH2:3][CH2:4][CH2:5][CH2:6][CH2:7][CH2:8][OH:9].[O:11]1[CH:16]=[CH:15][CH2:14][CH2:13][CH2:12]1.Cl.C([O-])(O)=O.[Na+]>ClCCl>[O:11]1[CH2:16][CH2:15][CH2:14][CH2:13][CH:12]1[O:9][CH2:8][CH2:7][CH2:6][CH2:5][CH2:4][CH2:3][CH2:2][CH2:1][OH:10] |f:3.4|. Reported procedure: 1,8-Octanediol (16.8 g) (115 mmol) and 4.83 g of dihydropyran (57.5 mmol) in 1400 ml of dichloromethane containing 5 drops of concentrated HCl were stirred for 2 hours. Then 10 g of NaHCO3 were stirred in and the solution was filtered. Dichloromethane was removed with a rotary evaporator, and the resulting residue was triturated with pentane; the undissolved solid was 1,8-octanediol. The solid was filtered from the pentane solution, and the pentane was removed with a rotary evaporator to give 13...